From a dataset of the Open Reaction Database (ORD), a public repository of structured organic reaction records. describe an organic reaction: reactants, conditions, products, and yield The reactants are Cl, N#CC(Cc1ccsc1)(C(=O)O)c1nc(N)[nH]c(=O)c1[N+](=O)[O-], [NH4+], [Na+], [OH-], [OH-]. The product is N#CC(Cc1ccsc1)c1nc(N)[nH]c(=O)c1[N+](=O)[O-]. As a reaction SMILES: [ClH:24].[NH2:1][c:2]1[nH:3][c:4](=[O:23])[c:5]([N+:20](=[O:21])[O-:22])[c:6]([C:8]([C:9]([OH:10])=[O:11])([CH2:12][c:13]2[cH:14][s:15][cH:16][cH:17]2)[C:18]#[N:19])[n:7]1.[NH4+:26].[Na+:28].[OH-:25].[OH-:27]>>[NH2:1][c:2]1[nH:3][c:4](=[O:23])[c:5]([N+:20](=[O:21])[O-:22])[c:6]([CH:8]([CH2:12][c:13]2[cH:14][s:15][cH:16][cH:17]2)[C:18]#[N:19])[n:7]1. Starting materials: Oc1ncc(Cl)cc1Br, [Li]C(C)(C)C, C1CCOC1, [H-], [H][H], [Na+], CN(C)C=O. The product is O=Cc1cc(Cl)cnc1O. Reaction SMILES: [Br:3][c:4]1[c:5]([OH:11])[n:6][cH:7][c:8]([Cl:10])[cH:9]1.[C:14]([Li:15])([CH3:16])([CH3:17])[CH3:18].[CH2:24]1[O:25][CH2:26][CH2:27][CH2:28]1.[H-:2].[H:12][H:13].[Na+:1].[O:19]=[CH:20][N:21]([CH3:22])[CH3:23]>>[c:4]1([CH:20]=[O:19])[c:5]([OH:11])[n:6][cH:7][c:8]([Cl:10])[cH:9]1. The reactants are [Al+3], CCOCC, Cc1cc(Cl)c(S(=O)(=O)Cl)cc1Cl, [H-], [H-], [H-], [H-], [Li+]. The product is Cc1cc(Cl)c(S)cc1Cl. Reaction SMILES: [Al+3:15].[CH3:20][CH2:21][O:22][CH2:23][CH3:24].[Cl:1][c:2]1[c:3]([S:10]([Cl:11])(=[O:12])=[O:13])[cH:4][c:5]([Cl:9])[c:6]([CH3:8])[cH:7]1.[H-:14].[H-:17].[H-:18].[H-:19].[Li+:16]>>[Cl:1][c:2]1[c:3]([SH:10])[cH:4][c:5]([Cl:9])[c:6]([CH3:8])[cH:7]1. Reactants: solution, C(C(=O)O)(=O)O (oxalic acid), O1COC2=C1C=CC(=C2)CCOCCN(C)C (N-{2-[2-(1,3-benzodioxol-5-yl)ethoxy]ethyl}-N,N-dimethylamine). Solvent: C(C)(=O)OCC (ethyl acetate), C(C)(=O)OCC (ethyl acetate), C(C)(C)OC(C)C (diisopropyl ether). Conditions: time 2 hour. The product is C(C(=O)O)(=O)O.O1COC2=C1C=CC(=C2)CCOCCN(C)C (N-{2-[2-(1,3-benzodioxol-5-yl)ethoxy]ethyl}-N,N-dimethylamine oxalate). The yield is 83.6%. RXN SMILES: [O:1]1[C:5]2[CH:6]=[CH:7][C:8]([CH2:10][CH2:11][O:12][CH2:13][CH2:14][N:15]([CH3:17])[CH3:16])=[CH:9][C:4]=2[O:3][CH2:2]1.[C:18]([OH:23])(=[O:22])[C:19]([OH:21])=[O:20]>C(OCC)(=O)C.C(OC(C)C)(C)C>[C:18]([OH:23])(=[O:22])[C:19]([OH:21])=[O:20].[O:1]1[C:5]2[CH:6]=[CH:7][C:8]([CH2:10][CH2:11][O:12][CH2:13][CH2:14][N:15]([CH3:16])[CH3:17])=[CH:9][C:4]=2[O:3][CH2:2]1 |f:4.5|. Reported procedure: In 2 mL of ethyl acetate is dissolved 0.66 g of N-{2-[2-(1,3-benzodioxol-5-yl)ethoxy]ethyl}-N,N-dimethylamine. To the solution is added 1 mL of a solution of 0.25 g of oxalic acid in ethyl acetate. The resulting mixture is stirred at ambient temperature for 2 hours. The reaction mixture is diluted with 10 mL of diisopropyl ether. The deposited crystal is collected by filtration, washed with diisopropyl ether and dried to obtain 0.76 g of N-{2-[2-(1,3-benzodioxol-5-yl)ethoxy]ethyl}-N,N-dimethylam... The reactants are [OH-].[Na+] (NaOH), C(C)(=O)O (acetic acid), COC1=CC=C(COC2=CC=C(C=O)C=C2)C=C1 (4-(4-methoxy-benzyloxy)-benzaldehyde), Cl.NO (hydroxylamine hydrochloride). Reaction SMILES: [CH3:1][O:2][C:3]1[CH:18]=[CH:17][C:6]([CH2:7][O:8][C:9]2[CH:16]=[CH:15][C:12]([CH:13]=O)=[CH:11][CH:10]=2)=[CH:5][CH:4]=1.Cl.[NH2:20][OH:21].[OH-].[Na+].C(O)(=O)C>O.C(O)C>[CH3:1][O:2][C:3]1[CH:18]=[CH:17][C:6]([CH2:7][O:8][C:9]2[CH:16]=[CH:15][C:12]([CH:13]=[N:20][OH:21])=[CH:11][CH:10]=2)=[CH:5][CH:4]=1 |f:1.2,3.4,6.7|. Yields the product COC1=CC=C(COC2=CC=C(C=NO)C=C2)C=C1 (4-(4-methoxy-benzyloxy)-benzaldehyde oxime). Yield: 84.1%. Run in C(C)O.O (ethanol water), O.C(C)O (water ethanol). Reported procedure: To a suspension of 4-(4-methoxy-benzyloxy)-benzaldehyde (26.5 g, 110 mmol) in water/ethanol (260 mL, 9:1) was added hydroxylamine hydrochloride (9.06 g, 131 mmol) followed by dropwise addition of a 3.2M NaOH solution in ethanol/water (88 mL; 262 mmol). After addition was complete, the reaction mixture was heated to 88° C. for 4.5 h and then cooled to rt. The pH of the reaction mixture was adjusted to 5.5 with glacial acetic acid. 4-(4-methoxy-benzyloxy)-benzaldehyde oxime (23.8 g, 84%) was isola... Reaction conditions: temperature 88 celsius.